From a dataset of the Open Reaction Database (ORD), a public repository of structured organic reaction records. describe an organic reaction: reactants, conditions, products, and yield Product: Cc1ccc(C)c2c1[nH]c1ccc(O)cc12. RXN SMILES: [CH3:1][O:2][c:3]1[cH:4][c:5]2[c:6]3[c:7]([CH3:17])[cH:8][cH:9][c:10]([CH3:16])[c:11]3[nH:12][c:13]2[cH:14][cH:15]1.[ClH:18].[n:19]1[cH:20][cH:21][cH:22][cH:23][cH:24]1>>[OH:2][c:3]1[cH:4][c:5]2[c:6]3[c:7]([CH3:17])[cH:8][cH:9][c:10]([CH3:16])[c:11]3[nH:12][c:13]2[cH:14][cH:15]1. The reactants are COc1ccc2[nH]c3c(C)ccc(C)c3c2c1, Cl, c1ccncc1.